Dataset: the Open Reaction Database (ORD), a public repository of structured organic reaction records. Task: describe an organic reaction: reactants, conditions, products, and yield The reactants are O.[OH-].[Li+] (lithium hydroxide monohydrate), NC1=C(N=C(S1)C)C(=O)OCC (ethyl 5-amino-2-methylthiazole-4-carboxylate), FC1=C(C=CC=C1)[N+](=O)[O-] (2-fluoronitrobenzene), C(C)(=O)OCC (ethyl acetate). Run in CS(=O)C (dimethylsulphoxide). Conditions: time 1 hour. Yields the product C(C)OC(=O)C=1N=C(SC1NC1=C(C=CC=C1)[N+](=O)[O-])C (2-Methyl-5-(2-nitro-phenylamino)-thiazole-4-carboxylic acid ethyl ester). RXN SMILES: [NH2:1][C:2]1[S:6][C:5]([CH3:7])=[N:4][C:3]=1[C:8]([O:10][CH2:11][CH3:12])=[O:9].F[C:14]1[CH:19]=[CH:18][CH:17]=[CH:16][C:15]=1[N+:20]([O-:22])=[O:21].C(OCC)(=O)C.O.[OH-].[Li+]>CS(C)=O>[CH2:11]([O:10][C:8]([C:3]1[N:4]=[C:5]([CH3:7])[S:6][C:2]=1[NH:1][C:14]1[CH:19]=[CH:18][CH:17]=[CH:16][C:15]=1[N+:20]([O-:22])=[O:21])=[O:9])[CH3:12] |f:3.4.5|. Reported procedure: Add a solution of ethyl 5-amino-2-methylthiazole-4-carboxylate (120 g; 645 mmol) and 2-fluoronitrobenzene (68 mL; 645 mmol) in dimethylsulphoxide (1L) to a 2L 3-necked RB flask equipped with reflux condenser, thermometer, mechanical stirrer. Add lithium hydroxide monohydrate (54 g; 1290 mmol) to the solution and heat at 50° C. for 3 hours under nitrogen. Cool the purple solution and pour onto ice/water, allow to stir for one hour, filter and wash with water, dry at 50° C. under reduced pressure ...